Dataset: the Open Reaction Database (ORD), a public repository of structured organic reaction records. Task: describe an organic reaction: reactants, conditions, products, and yield The reactants are C(C1=CC=CC=C1)N1CC(CC1)OS(=O)(=O)C1=CC=C(C=C1)C (1-Benzyl-3-(p-toluenesulfonyloxy)pyrrolidine), NC1=CC=CC=C1 (aniline), C([O-])([O-])=O.[K+].[K+] (potassium carbonate). Reaction conditions: temperature 160 celsius. Product: N(C1=CC=CC=C1)C1CN(CC1)CC1=CC=CC=C1 (3-anilino-1-benzylpyrrolidine). Isolated yield 47.8%. As a reaction SMILES: [CH2:1]([N:8]1[CH2:12][CH2:11][CH:10](OS(C2C=CC(C)=CC=2)(=O)=O)[CH2:9]1)[C:2]1[CH:7]=[CH:6][CH:5]=[CH:4][CH:3]=1.[NH2:24][C:25]1[CH:30]=[CH:29][CH:28]=[CH:27][CH:26]=1.C(=O)([O-])[O-].[K+].[K+]>>[NH:24]([CH:10]1[CH2:11][CH2:12][N:8]([CH2:1][C:2]2[CH:3]=[CH:4][CH:5]=[CH:6][CH:7]=2)[CH2:9]1)[C:25]1[CH:30]=[CH:29][CH:28]=[CH:27][CH:26]=1 |f:2.3.4|. Procedure: 1-Benzyl-3-(p-toluenesulfonyloxy)pyrrolidine (3.3 g) and aniline (1.3 g) were mixed and stirred under heating at 160° C. for 3 hours. After the completion of the reaction, the mixture was cooled to room temperature, and an aqueous potassium carbonate solution was added thereto. The obtained mixture was extracted with chloroform, and dried over magnesium sulfate. The solvent was evaporated under reduced pressure, and the obtained residue was subjected to silica gel column chromatography (chlorofo... The reactants are BrC=1C=C(C(=C(C1)CC(C)(C=O)C1=CC=C(C=C1)NS(=O)(=O)C)OC)C(C)(C)C (N-{4-[2-(5-bromo-3-tert-butyl-2-methoxy-phenyl)-1-formyl-1-methyl-ethyl]-phenyl}-methanesulfonamide), [BH4-].[Na+] (sodium borohydride). Solvent: CO (MeOH). Yields the product BrC=1C=C(C(=C(C1)CC(C)(CO)C1=CC=C(C=C1)NS(=O)(=O)C)OC)C(C)(C)C (N-{4-[2-(5-bromo-3-tert-butyl-2-methoxy-phenyl)-1-hydroxymethyl-1-methyl-ethyl]-phenyl}-methanesulfonamide). Isolated yield 94.3%. Reaction SMILES: [Br:1][C:2]1[CH:3]=[C:4]([C:26]([CH3:29])([CH3:28])[CH3:27])[C:5]([O:24][CH3:25])=[C:6]([CH2:8][C:9]([C:13]2[CH:18]=[CH:17][C:16]([NH:19][S:20]([CH3:23])(=[O:22])=[O:21])=[CH:15][CH:14]=2)([CH:11]=[O:12])[CH3:10])[CH:7]=1.[BH4-].[Na+]>CO>[Br:1][C:2]1[CH:3]=[C:4]([C:26]([CH3:29])([CH3:28])[CH3:27])[C:5]([O:24][CH3:25])=[C:6]([CH2:8][C:9]([C:13]2[CH:18]=[CH:17][C:16]([NH:19][S:20]([CH3:23])(=[O:22])=[O:21])=[CH:15][CH:14]=2)([CH2:11][OH:12])[CH3:10])[CH:7]=1 |f:1.2|. Procedure: step 2—To a solution of 292 (117 mg, 0.243 mmol) in MeOH (5 mL) at 0° C. was added sodium borohydride (44 mg, 1.163 mmol). The solution was gradually warmed to RT over 3 h. The reaction was quenched with NH4Cl solution and extracted with EtOAc. The combined extracts were dried (Na2SO4), filtered and concentrated in vacuo to afford 111 mg of N-{4-[2-(5-bromo-3-tert-butyl-2-methoxy-phenyl)-1-hydroxymethyl-1-methyl-ethyl]-phenyl}-methanesulfonamide (294) a white foam (94%). Reactants: [H-].[Na+] (NaH), oil, Cl (HCl), solution, [S-]CC.[Na+] (sodium thioethoxide), COC1=CC=C(C=C1)C(=O)C=1C2=C(SC1C1=CC=C(C=C1)OC)C=CC=C2 (2-(4-methoxyphenyl)benzo[b]thiophen-3-yl 4-methoxyphenyl ketone), C(C)S (ethanethiol). The solvent is CN(C)C=O (DMF), CN(C)C=O (DMF), O (H2O). Conditions: time 30 minute. Product: solution, [S-]CC.[Na+] (sodium thioethoxide), OC1=CC=C(C=C1)C(=O)C=1C2=C(SC1C1=CC=C(C=C1)OC)C=CC=C2 (2-(4-Methoxyphenyl)benzo[b]thiophen-3-yl 4-Hydroxyphenyl Ketone). Yield: 78.0%. RXN SMILES: [CH2:1]([SH:3])[CH3:2].[H-].[Na+:5].[S-]CC.[Na+].C[O:11][C:12]1[CH:17]=[CH:16][C:15]([C:18]([C:20]2[C:21]3[CH:36]=[CH:35][CH:34]=[CH:33][C:22]=3[S:23][C:24]=2[C:25]2[CH:30]=[CH:29][C:28]([O:31][CH3:32])=[CH:27][CH:26]=2)=[O:19])=[CH:14][CH:13]=1.Cl>CN(C=O)C.O>[S-:3][CH2:1][CH3:2].[Na+:5].[OH:11][C:12]1[CH:13]=[CH:14][C:15]([C:18]([C:20]2[C:21]3[CH:36]=[CH:35][CH:34]=[CH:33][C:22]=3[S:23][C:24]=2[C:25]2[CH:30]=[CH:29][C:28]([O:31][CH3:32])=[CH:27][CH:26]=2)=[O:19])=[CH:16][CH:17]=1 |f:1.2,3.4,9.10|. Reported procedure: A ˜0.5 M solution of sodium thioethoxide was prepared by adding ethanethiol (1.60 mL, 21.4 mmol) to a suspension of 60% NaH dispersion in mineral oil (769 mg, 19.2 mmol) in 40 mL of anhydrous DMF at 0° C. The ice bath was removed and the solution was stirred at room temperature for 30 min. The 0.5 M solution of sodium thioethoxide was then added dropwise to the solution of 4.00 g (10.7 mmol) of 2-(4-methoxyphenyl)benzo[b]thiophen-3-yl 4-methoxyphenyl ketone in 10.0 mL of anhydrous DMF at room te... The reactants are FC(F)c1ccc(CBr)cc1, O=C1NCCC(F)(F)CC1NS(=O)(=O)c1ccc(Cl)cc1. The product is O=C1NCCC(F)(F)CC1N(Cc1ccc(C(F)F)cc1)S(=O)(=O)c1ccc(Cl)cc1. Reaction SMILES: [Br:22][CH2:23][c:24]1[cH:25][cH:26][c:27]([CH:30]([F:31])[F:32])[cH:28][cH:29]1.[Cl:1][c:2]1[cH:3][cH:4][c:5]([S:8](=[O:9])(=[O:10])[NH:11][CH:12]2[C:13](=[O:21])[NH:14][CH2:15][CH2:16][C:17]([F:19])([F:20])[CH2:18]2)[cH:6][cH:7]1>>[Cl:1][c:2]1[cH:3][cH:4][c:5]([S:8](=[O:9])(=[O:10])[N:11]([CH:12]2[C:13](=[O:21])[NH:14][CH2:15][CH2:16][C:17]([F:19])([F:20])[CH2:18]2)[CH2:23][c:24]2[cH:25][cH:26][c:27]([CH:30]([F:31])[F:32])[cH:28][cH:29]2)[cH:6][cH:7]1. The reactants are ( 2x ), S(O)(O)(=O)=O (sulfuric acid), C(C)(C)(CC)OO (TAHP), O=C1C(CCC1)C(=O)OCC (ethyl 2-oxo-1-cyclopentanecarboxylate), ( 2X ), S(O)(O)(=O)=O (sulfuric acid), ( 2x ). Reaction conditions: temperature -10 celsius. The product is C(C)(C)(CC)OOC1(C(CCC1)C(=O)OCC)OOC(C)(C)CC (Ethyl 2,2-di(tertiary-amylperoxy)-1-cyclopentanecarboxylate). As a reaction SMILES: [C:1]([O:6][OH:7])([CH2:4][CH3:5])([CH3:3])[CH3:2].[O:8]=[C:9]1[CH2:13][CH2:12][CH2:11][CH:10]1[C:14]([O:16][CH2:17][CH3:18])=[O:15].S(=O)(=O)(O)O>>[C:1]([O:6][O:7][C:9]1([O:8][O:6][C:1]([CH2:4][CH3:5])([CH3:3])[CH3:2])[CH2:13][CH2:12][CH2:11][CH:10]1[C:14]([O:16][CH2:17][CH3:18])=[O:15])([CH2:4][CH3:5])([CH3:3])[CH3:2]. Procedure details: Ethyl 2,2-di(tertiary-amylperoxy)-1-cyclopentanecarboxylate was prepared by the addition of 92.64% TAHP (tertiary amyl hydroperoxide) (42.16 g, 0.3750 mol) to 95% ethyl 2-oxo-1-cyclopentanecarboxylate (16.44 g, 0.1000 mol) at room temperature in a three necked 250-mL round bottomed flask equipped with a thermometer and mechanical stirrer. The solution was then cooled via a dry ice-acetone bath to −10° C. and 78% sulfuric acid (15.09 g, 0.1200 mol) added dropwise to the solution with temperature ... The reactants are C(#N)N1CCC(CC1)N(C(C1=CC=C(C=C1)C1=CN=CO1)=O)C1CC1 (N-(1-cyano-piperidin-4-yl)-N-cyclopropyl-4-oxazol-5-yl-benzamide), FC(CCC(=N)NO)(F)F (4,4,4-trifluoro-N-hydroxy-butyramidine). The product is C1(CC1)N(C(C1=CC=C(C=C1)C1=CN=CO1)=O)C1CCN(CC1)C1=NC(=NO1)CCC(F)(F)F (N-Cyclopropyl-4-oxazol-5-yl-N-{1-[3-(3,3,3-trifluoro-propyl)-[1,2,4]oxadiazol-5-yl]-piperidin-4-yl}-benzamide). Reaction SMILES: [C:1]([N:3]1[CH2:8][CH2:7][CH:6]([N:9]([CH:23]2[CH2:25][CH2:24]2)[C:10](=[O:22])[C:11]2[CH:16]=[CH:15][C:14]([C:17]3[O:21][CH:20]=[N:19][CH:18]=3)=[CH:13][CH:12]=2)[CH2:5][CH2:4]1)#[N:2].[F:26][C:27]([F:35])([F:34])[CH2:28][CH2:29][C:30]([NH:32][OH:33])=N>>[CH:23]1([N:9]([CH:6]2[CH2:5][CH2:4][N:3]([C:1]3[O:33][N:32]=[C:30]([CH2:29][CH2:28][C:27]([F:35])([F:34])[F:26])[N:2]=3)[CH2:8][CH2:7]2)[C:10](=[O:22])[C:11]2[CH:12]=[CH:13][C:14]([C:17]3[O:21][CH:20]=[N:19][CH:18]=3)=[CH:15][CH:16]=2)[CH2:25][CH2:24]1. Procedure: The title compound is prepared from N-(1-cyano-piperidin-4-yl)-N-cyclopropyl-4-oxazol-5-yl-benzamide and 4,4,4-trifluoro-N-hydroxy-butyramidine following a procedure analogous to that described in Example 1. LC (method 8): tR=1.30 min; Mass spectrum (ESI+): m/z=476 [M+H]+. Starting materials: P(=O)(Cl)(Cl)Cl (Phosphorus oxychloride), C(=O)C=1C=CC=2N(C3=CC=CC=C3SC2C1)CCCCCCN1C2=CC=CC=C2SC=2C=C(C=CC12)C=O (10-[6-(3-Formyl-10H-10-phenothiazinyl)hexyl]-10H-3-phenothiazine carbaldehyde). The solvent is CN(C)C=O (DMF). Product: C1=CC=CC=2SC3=CC=CC=C3N(C12)CCCCCCN1C2=CC=CC=C2SC=2C=CC=CC12 (1,6-di(10H-10-phenothiazinyl)hexane). RXN SMILES: P(Cl)(Cl)(Cl)=O.C([C:8]1[CH:9]=[CH:10][C:11]2[N:12]([CH2:22][CH2:23][CH2:24][CH2:25][CH2:26][CH2:27][N:28]3[C:41]4[CH:40]=[CH:39][C:38](C=O)=[CH:37][C:36]=4[S:35][C:34]4[C:29]3=[CH:30][CH:31]=[CH:32][CH:33]=4)[C:13]3[C:18]([S:19][C:20]=2[CH:21]=1)=[CH:17][CH:16]=[CH:15][CH:14]=3)=O>CN(C=O)C>[CH:10]1[C:11]2[N:12]([CH2:22][CH2:23][CH2:24][CH2:25][CH2:26][CH2:27][N:28]3[C:29]4[CH:30]=[CH:31][CH:32]=[CH:33][C:34]=4[S:35][C:36]4[C:41]3=[CH:40][CH:39]=[CH:38][CH:37]=4)[C:13]3[C:18](=[CH:17][CH:16]=[CH:15][CH:14]=3)[S:19][C:20]=2[CH:21]=[CH:8][CH:9]=1. Procedure details: Phosphorus oxychloride was added dropwise to dry dimethylformamide (1:1.2 molar ratio) at 0° C. under nitrogen. A solution of 1,6-di(10H-10-phenothiazinyl)hexane (obtained in the previous step) in dry DMF was added stepwise to the reaction flask. The reaction mixture was stirred at 70° C. until the starting compound reacted completely as indicated by TLC. The reaction mixture was cooled to room temperature, poured into ice water, and neutralized with a dilute KOH solution until the pH reached 7-...